The task is: describe an organic reaction: reactants, conditions, products, and yield. This data is from the Open Reaction Database (ORD), a public repository of structured organic reaction records. Starting materials: FC1=CC=C(CNC(=O)C2(C3=CC=CC=C3C=3C=CC=CC23)CCCCBr)C=C1 (9-(4-bromo-butyl)-9H-fluorene-9-carboxylic acid-4-fluoro-benzylamide), C[C@@H]1CN(C[C@@H](N1)C)C1=NC2=CC=CC=C2C=N1 (2-(cis-3,5-dimethyl-piperazin-1-yl)-quinazoline). Yields the product FC1=CC=C(CNC(=O)C2(C3=CC=CC=C3C=3C=CC=CC23)CCCCN2[C@H](CN(C[C@H]2C)C2=NC3=CC=CC=C3C=N2)C)C=C1 (9-[4-(cis-2,6-dimethyl-4-quinazoline-2-yl-piperazin-1-yl)-butyl]-9H-fluorene-9-carboxylic acid-4-fluoro-benzylamide). As a reaction SMILES: [F:1][C:2]1[CH:29]=[CH:28][C:5]([CH2:6][NH:7][C:8]([C:10]2([CH2:23][CH2:24][CH2:25][CH2:26]Br)[C:22]3[CH:21]=[CH:20][CH:19]=[CH:18][C:17]=3[C:16]3[C:11]2=[CH:12][CH:13]=[CH:14][CH:15]=3)=[O:9])=[CH:4][CH:3]=1.[CH3:30][C@H:31]1[NH:36][C@@H:35]([CH3:37])[CH2:34][N:33]([C:38]2[N:47]=[CH:46][C:45]3[C:40](=[CH:41][CH:42]=[CH:43][CH:44]=3)[N:39]=2)[CH2:32]1>>[F:1][C:2]1[CH:29]=[CH:28][C:5]([CH2:6][NH:7][C:8]([C:10]2([CH2:23][CH2:24][CH2:25][CH2:26][N:36]3[C@H:35]([CH3:37])[CH2:34][N:33]([C:38]4[N:47]=[CH:46][C:45]5[C:40](=[CH:41][CH:42]=[CH:43][CH:44]=5)[N:39]=4)[CH2:32][C@@H:31]3[CH3:30])[C:22]3[CH:21]=[CH:20][CH:19]=[CH:18][C:17]=3[C:16]3[C:11]2=[CH:12][CH:13]=[CH:14][CH:15]=3)=[O:9])=[CH:4][CH:3]=1. Procedure details: Prepared analogously to Example 1 from 9-(4-bromo-butyl)-9H-fluorene-9-carboxylic acid-4-fluoro-benzylamide and 2-(cis-3,5-dimethyl-piperazin-1-yl)-quinazoline.